Dataset: the Open Reaction Database (ORD), a public repository of structured organic reaction records. Task: describe an organic reaction: reactants, conditions, products, and yield Starting materials: CC(C)([O-])C.[K+] (Potassium t-butoxide), BrC=1NC(=C(C1C#N)Br)Br (2,4,5-tribromopyrrole-3-carbonitrile), C(C)I (ethyl iodide). The solvent is O (water), O1CCCC1 (tetrahydrofuran). Run at time 30 minute. Yields the product BrC=1N(C(=C(C1C#N)Br)Br)CC (2,4,5-Tribromo-1-ethylpyrrole-3-carbonitrile). Reaction SMILES: [CH3:1][C:2](C)([O-])C.[K+].[Br:7][C:8]1[NH:9][C:10]([Br:16])=[C:11]([Br:15])[C:12]=1[C:13]#[N:14].C(I)C>O1CCCC1.O>[Br:7][C:8]1[N:9]([CH2:1][CH3:2])[C:10]([Br:16])=[C:11]([Br:15])[C:12]=1[C:13]#[N:14] |f:0.1|. Reported procedure: Potassium t-butoxide (0.75 g, 6.7 mmol) is added in portions at room temperature to a solution of 2,4,5-tribromopyrrole-3-carbonitrile (2.0 g, 6.1 mmol) in anhydrous tetrahydrofuran (20 mL). After 30 minutes, ethyl iodide (1.04 g, 6.7 mmol) is added dropwise. The reaction solution is stirred at room temperature for 30 minutes and then refluxed for 90 minutes. The mixture is cooled, diluted with water and extracted with ethyl acetate. The organic layer is washed with water and saturated sodium ch... Starting materials: NN1C(C2=CC=CC=C2C=C1)=O (2-amino-isoquinoline-1(2H)-one), C1(=CC=CC=C1)C=1C=C(C#N)C=CC1 (3-phenyl-benzonitrile). Run in C(C)(=O)OCC (ethyl acetate). Yields the product C1(=CC(=CC=C1)C1=NN2C(C3=CC=CC=C3C=C2)=N1)C1=CC=CC=C1 (2-[(1,1'-Biphenyl)-3-yl]-1,2,4-triazolo[5,1-a]isoquinoline). Yield: 49.0%. RXN SMILES: [NH2:1][N:2]1[CH:11]=[CH:10][C:9]2[C:4](=[CH:5][CH:6]=[CH:7][CH:8]=2)[C:3]1=O.[C:13]1([C:19]2[CH:20]=[C:21]([CH:24]=[CH:25][CH:26]=2)[C:22]#[N:23])[CH:18]=[CH:17][CH:16]=[CH:15][CH:14]=1>C(OCC)(=O)C>[C:19]1([C:13]2[CH:18]=[CH:17][CH:16]=[CH:15][CH:14]=2)[CH:26]=[CH:25][CH:24]=[C:21]([C:22]2[N:23]=[C:3]3[C:4]4[C:9]([CH:10]=[CH:11][N:2]3[N:1]=2)=[CH:8][CH:7]=[CH:6][CH:5]=4)[CH:20]=1. Reported procedure: This compound was prepared according to the procedure of the foregoing Example, starting from 2-amino-isoquinoline-1(2H)-one and 3-phenyl-benzonitrile. Yield 49%. M.p. 167°-69° C. (from ethyl acetate). The reactants are C1(CC1)S(=O)(=O)N (cyclopropanesulfonic acid amide), ClC=1C=C2C(CC(NC2=C(C1)C(=O)O)C1=CC(=CC=C1)N1CCOCC1)(C)C (6-chloro-4,4-dimethyl-2-(3-morpholin-4-yl-phenyl)-1,2,3,4-tetrahydro-quinoline-8-carboxylic acid), C(=O)(N1C=NC=C1)N1C=NC=C1 (1,1′-carbonyldiimidazole), [H-].[Na+] (sodium hydride). Solvent: O (water), CN(C=O)C (N,N-dimethylformamide), CN(C=O)C (N,N-dimethylformamide). Reaction conditions: temperature 25 celsius, time 1 hour. Product: ClC=1C=C2C(CC(NC2=C(C1)C(=O)NS(=O)(=O)C1CC1)C1=CC(=CC=C1)N1CCOCC1)(C)C (cyclopropanesulfonic acid [6-chloro-4,4-dimethyl-2-(3-morpholin-4-yl-phenyl)-1,2,3,4-tetrahydro-quinoline-8-carbonyl]-amide). Isolated yield 3.8%. Reaction SMILES: [CH:1]1([S:4]([NH2:7])(=[O:6])=[O:5])[CH2:3][CH2:2]1.[H-].[Na+].[Cl:10][C:11]1[CH:12]=[C:13]2[C:18](=[C:19]([C:21](O)=[O:22])[CH:20]=1)[NH:17][CH:16]([C:24]1[CH:29]=[CH:28][CH:27]=[C:26]([N:30]3[CH2:35][CH2:34][O:33][CH2:32][CH2:31]3)[CH:25]=1)[CH2:15][C:14]2([CH3:37])[CH3:36].C(N1C=CN=C1)(N1C=CN=C1)=O>CN(C)C=O.O>[Cl:10][C:11]1[CH:12]=[C:13]2[C:18](=[C:19]([C:21]([NH:7][S:4]([CH:1]3[CH2:3][CH2:2]3)(=[O:6])=[O:5])=[O:22])[CH:20]=1)[NH:17][CH:16]([C:24]1[CH:29]=[CH:28][CH:27]=[C:26]([N:30]3[CH2:35][CH2:34][O:33][CH2:32][CH2:31]3)[CH:25]=1)[CH2:15][C:14]2([CH3:37])[CH3:36] |f:1.2|. Procedure details: To a suspension of cyclopropanesulfonic acid amide (1.1 g, 9.1 mmol) in N,N-dimethylformamide (3 mL) was added sodium hydride (361 mg, 9 mmol). The resulting mixture was stirred at 25° C. for 1 h to afford Solution A63. A solution of 6-chloro-4,4-dimethyl-2-(3-morpholin-4-yl-phenyl)-1,2,3,4-tetrahydro-quinoline-8-carboxylic acid (520 mg, 1.3 mmol) and 1,1′-carbonyldiimidazole (422 mg, 2.6 mmol) in N,N-dimethylformamide (3 mL) was stirred at 70° C. for 1 h and cooled to room temperature to afford... Starting materials: COC(=O)C=1C(SC2=CC(=CC=C2C1O)Br)=O (7-bromo-4-hydroxy-2-oxo-2H-thiochromene-3-carboxylic acid methyl ester), FC(C1=C(C=CC=C1)B(O)O)(F)F (2-trifluoromethyl-phenylboronic acid). Yields the product COC(=O)C=1C(SC2=CC(=CC=C2C1O)C1=C(C=CC=C1)C(F)(F)F)=O (4-Hydroxy-2-oxo-7-(2-trifluoromethyl-phenyl)-2H-thiochromene-3-carboxylic acid methyl ester). As a reaction SMILES: [CH3:1][O:2][C:3]([C:5]1[C:6](=[O:17])[S:7][C:8]2[C:13]([C:14]=1[OH:15])=[CH:12][CH:11]=[C:10](Br)[CH:9]=2)=[O:4].[F:18][C:19]([F:30])([F:29])[C:20]1[CH:25]=[CH:24][CH:23]=[CH:22][C:21]=1B(O)O>>[CH3:1][O:2][C:3]([C:5]1[C:6](=[O:17])[S:7][C:8]2[C:13]([C:14]=1[OH:15])=[CH:12][CH:11]=[C:10]([C:21]1[CH:22]=[CH:23][CH:24]=[CH:25][C:20]=1[C:19]([F:30])([F:29])[F:18])[CH:9]=2)=[O:4]. Reported procedure: 4-Hydroxy-2-oxo-7-(2-trifluoromethyl-phenyl)-2H-thiochromene-3-carboxylic acid methyl ester was prepared from 7-bromo-4-hydroxy-2-oxo-2H-thiochromene-3-carboxylic acid methyl ester (Example 5e) under conditions analogous to Example 7(a) using 2-trifluoromethyl-phenylboronic acid. 1H NMR (200 MHz, CDCl3): δ (ppm)=8.376 (d, 1H), 7.783-7.295 (m, 6H), 4.024 (s, 3H). Starting materials: C(=O)(C(F)(F)F)O (TFA), C(C)(C)(C)OC(=O)N1CC(CCC1)(C(=O)O)C (1-(tert-butoxycarbonyl)-3-methylpiperidine-3-carboxylic acid). Run in C(Cl)Cl (CH2Cl2). Run at time 3 hour. Product: CC1(CNCCC1)C(=O)O (3-methylpiperidine-3-carboxylic acid). RXN SMILES: C(O)(C(F)(F)F)=O.C(OC([N:15]1[CH2:20][CH2:19][CH2:18][C:17]([CH3:24])([C:21]([OH:23])=[O:22])[CH2:16]1)=O)(C)(C)C>C(Cl)Cl>[CH3:24][C:17]1([C:21]([OH:23])=[O:22])[CH2:18][CH2:19][CH2:20][NH:15][CH2:16]1. Procedure: TFA was added to a solution of 1-(tert-butoxycarbonyl)-3-methylpiperidine-3-carboxylic acid (1 eq) in CH2Cl2 (0.5 M). After stirring for 3 h at it the reaction mixture was concentrated in vacuo and azeotroped once with toluene to give 3-methylpiperidine-3-carboxylic acid (TFA salt). The crude product was used for the next step without further purification. Reactants: C(C)OC(=O)N1CC2(C1)OC1=CC=C(C=C1C(C2)=O)/C=C/C(=O)NOC2OCCCC2 ((E)-3-[1′-Ethyloxycarbonyl-4-oxo-spiro(chromane-2,3′-azetidine)-6-yl]-N-(tetrahydro-pyran-2-yloxy)-acrylamide), Cl (HCl). The solvent is C(Cl)Cl (DCM), O1CCOCC1 (dioxane). Product: C(C)OC(=O)N1CC2(C1)OC1=CC=C(C=C1C(C2)=O)/C=C/C(=O)NO ((E)-3-[1′-ethyloxycarbony-4-oxo-spiro(chromane-2,3′-azetidine)-6-yl]-N-hydroxy-acrylamide). The yield is 60.0%. RXN SMILES: [CH2:1]([O:3][C:4]([N:6]1[CH2:9][C:8]2([CH2:18][C:17](=[O:19])[C:16]3[C:11](=[CH:12][CH:13]=[C:14](/[CH:20]=[CH:21]/[C:22]([NH:24][O:25]C4CCCCO4)=[O:23])[CH:15]=3)[O:10]2)[CH2:7]1)=[O:5])[CH3:2].Cl>C(Cl)Cl.O1CCOCC1>[CH2:1]([O:3][C:4]([N:6]1[CH2:9][C:8]2([CH2:18][C:17](=[O:19])[C:16]3[C:11](=[CH:12][CH:13]=[C:14](/[CH:20]=[CH:21]/[C:22]([NH:24][OH:25])=[O:23])[CH:15]=3)[O:10]2)[CH2:7]1)=[O:5])[CH3:2]. Procedure details: (E)-3-[1′-Ethyloxycarbonyl-4-oxo-spiro(chromane-2,3′-azetidine)-6-yl]-N-(tetrahydro-pyran-2-yloxy)-acrylamide (110 mg, 0.26 mmol) in DCM (8 ml) was treated with 4 M HCl in dioxane (1 ml) as described in Example 30, Step C, giving (E)-3-[1′-ethyloxycarbony-4-oxo-spiro(chromane-2,3′-azetidine)-6-yl]-N-hydroxy-acrylamide (54 mg, hydrochloride salt) as a white solid. Starting materials: c1ccc(C(c2ccccc2)(c2ccccc2)n2cc(-c3nnc(OC4C5CC6CC4CN(C6)C5)s3)cn2)cc1, Cc1ccc(S(=O)(=O)O)cc1, Cc1ccc(S(=O)(=O)O)cc1, c1n[nH]cc1-c1cnc(OC2C3CC4CC2CN(C4)C3)s1. Product: Cc1ccc(S(=O)(=O)O)cc1, Cc1ccc(S(=O)(=O)O)cc1, c1n[nH]cc1-c1nnc(OC2C3CC4CC2CN(C4)C3)s1. RXN SMILES: [C:1]([c:2]1[cH:3][cH:4][cH:5][cH:6][cH:7]1)([c:8]1[cH:9][cH:10][cH:11][cH:12][cH:13]1)([c:14]1[cH:15][cH:16][cH:17][cH:18][cH:19]1)[n:20]1[n:21][cH:22][c:23](-[c:25]2[n:26][n:27][c:28]([O:30][CH:31]3[CH:32]4[CH2:33][N:34]5[CH2:35][CH:36]([CH2:37][CH:38]3[CH2:39]5)[CH2:40]4)[s:29]2)[cH:24]1.[c:41]1([CH3:51])[cH:42][cH:43][c:44]([S:47](=[O:48])(=[O:49])[OH:50])[cH:45][cH:46]1.[c:52]1([CH3:62])[cH:53][cH:54][c:55]([S:58](=[O:59])(=[O:60])[OH:61])[cH:56][cH:57]1.[nH:63]1[cH:64][c:65](-[c:66]2[s:67][c:68]([O:69][CH:70]3[CH:71]4[CH2:72][N:73]5[CH2:74][CH:75]([CH2:76][CH:77]3[CH2:78]5)[CH2:79]4)[n:80][cH:81]2)[cH:82][n:83]1>>[c:41]1([CH3:51])[cH:42][cH:43][c:44]([S:47](=[O:48])(=[O:49])[OH:50])[cH:45][cH:46]1.[c:52]1([CH3:62])[cH:53][cH:54][c:55]([S:58](=[O:59])(=[O:60])[OH:61])[cH:56][cH:57]1.[n:20]1[nH:21][cH:22][c:23](-[c:25]2[n:26][n:27][c:28]([O:30][CH:31]3[CH:32]4[CH2:33][N:34]5[CH2:35][CH:36]([CH2:37][CH:38]3[CH2:39]5)[CH2:40]4)[s:29]2)[cH:24]1. Reactants: BrB(Br)Br, ClCCl, CCCCC(=O)c1c(-c2ccc3cc(OC)ccc3c2)oc2ccccc12. The product is CCCCC(=O)c1c(-c2ccc3cc(O)ccc3c2)oc2ccccc12. Reaction SMILES: [B:28]([Br:29])([Br:30])[Br:31].[CH2:32]([Cl:33])[Cl:34].[CH3:1][O:2][c:3]1[cH:4][c:5]2[cH:6][cH:7][c:8](-[c:13]3[o:14][c:15]4[c:16]([c:17]3[C:18]([CH2:19][CH2:20][CH2:21][CH3:22])=[O:23])[cH:24][cH:25][cH:26][cH:27]4)[cH:9][c:10]2[cH:11][cH:12]1>>[OH:2][c:3]1[cH:4][c:5]2[cH:6][cH:7][c:8](-[c:13]3[o:14][c:15]4[c:16]([c:17]3[C:18]([CH2:19][CH2:20][CH2:21][CH3:22])=[O:23])[cH:24][cH:25][cH:26][cH:27]4)[cH:9][c:10]2[cH:11][cH:12]1. The reactants are C1(=CC=CC=C1)CCCCCCCCC1=C(C=CC=C1)C=1OCC(N1)(C)C (2-[2-(8-phenyloctyl)phenyl]-4,4-dimethyloxazoline), CI (methyl iodide). The product is [I-].C[N+]1=COCC1(C)C (3,4,4-trimethyloxazolinium iodide). As a reaction SMILES: C1(CCCCCCCCC2C=CC=CC=2[C:21]2[O:22][CH2:23][C:24]([CH3:27])([CH3:26])[N:25]=2)C=CC=CC=1.[CH3:28][I:29]>>[I-:29].[CH3:28][N+:25]1[C:24]([CH3:27])([CH3:26])[CH2:23][O:22][CH:21]=1 |f:2.3|. Procedure: Following the procedures of Example 1(a), (b) and (c), to 8-phenyloctylmagnesium bromide (from 24.25 mmoles of 8-phenyloctyl bromide and 21.27 mmoles of magnesium) in distilled tetrahydrofuran (40 ml) was added 2-(2-methoxyphenyl)-4,4-dimethyloxazoline (17.10 mmoles) in tetrahydrofuran (20 ml). [The 8-phenyloctyl bromide was prepared from 8-phenyloctanol, carbon tetrabromide and triphenylphosphine in methylene chloride as described in Example 6(a).] After stirring for 24 hours, the reaction mixt...